describe an organic reaction: reactants, conditions, products, and yield From a dataset of the Open Reaction Database (ORD), a public repository of structured organic reaction records. Starting materials: O (water), S1CCSC2=C1C=CC=C2S(=O)(=O)N (1,4-benzodithian-5-sulfonamide), COC(NC1=NC(=CC(=N1)OC)C)=O (methyl[4-methoxy-6-methylpyrimidin-2-yl]carbamate), C[Al](C)C (trimethylaluminum). The reagents and catalysts are Cl (hydrochloric acid). Run in C(C)(=O)O (acetic acid), C(Cl)Cl (methylene chloride). Yields the product COC1=NC(=NC(=C1)C)NC(=O)NS(=O)(=O)C1=CC=CC=2SCCSC21 (N-[(4-methoxy-6-methylpyrimidin-2-yl)aminocarbonyl]-1,4-benzodithian-5-sulfonamide). As a reaction SMILES: [S:1]1[C:6]2[CH:7]=[CH:8][CH:9]=[C:10]([S:11]([NH2:14])(=[O:13])=[O:12])[C:5]=2[S:4][CH2:3][CH2:2]1.C[Al](C)C.C[O:20][C:21](=O)[NH:22][C:23]1[N:28]=[C:27]([O:29][CH3:30])[CH:26]=[C:25]([CH3:31])[N:24]=1.O>C(Cl)Cl.Cl.C(O)(=O)C>[CH3:30][O:29][C:27]1[CH:26]=[C:25]([CH3:31])[N:24]=[C:23]([NH:22][C:21]([NH:14][S:11]([C:10]2[C:5]3[S:4][CH2:3][CH2:2][S:1][C:6]=3[CH:7]=[CH:8][CH:9]=2)(=[O:12])=[O:13])=[O:20])[N:28]=1. Procedure details: To a solution of 2.5 g 1,4-benzodithian-5-sulfonamide, prepared in Example 18, in 50 ml methylene chloride at ambient temperature under nitrogen is added 5.5 ml trimethylaluminum (2M in toluene). After stirring 15 minutes at ambient temperature 2.0 g of methyl[4-methoxy-6-methylpyrimidin-2-yl]carbamate, prepared according to the procedure of Example 3, is added and the reaction mixture is heated at reflux for 16 hours. The reaction mixture is cooled to ambient temperature and 75 ml water, 10 ml ... Starting materials: C1(=CC=CC=C1)C=CS(=O)(=O)N (2-phenylethenesulfonamide), [Na] (sodium), potassium salts, C([O-])([O-])=O.[K+].[K+] (potassium carbonate), C1(=CC=CC=C1)CCCC1CCN(CC1)C(=O)Cl (4-(3-phenylpropyl)piperidinocarbonyl chloride). Solvent: C(Cl)(Cl)Cl (chloroform). Run at time 1 hour. Product: C1(=CC=CC=C1)CCCC1CCN(CC1)C(=O)NS(=O)(=O)C=CC1=CC=CC=C1 (N-(4-[3-Phenylpropyl]piperidinocarbonyl)-2-phenylethenesulfonamide). Isolated yield 41.0%. As a reaction SMILES: [C:1]1([CH:7]=[CH:8][S:9]([NH2:12])(=[O:11])=[O:10])[CH:6]=[CH:5][CH:4]=[CH:3][CH:2]=1.C(=O)([O-])[O-].[K+].[K+].[C:19]1([CH2:25][CH2:26][CH2:27][CH:28]2[CH2:33][CH2:32][N:31]([C:34](Cl)=[O:35])[CH2:30][CH2:29]2)[CH:24]=[CH:23][CH:22]=[CH:21][CH:20]=1.[Na]>C(Cl)(Cl)Cl>[C:19]1([CH2:25][CH2:26][CH2:27][CH:28]2[CH2:29][CH2:30][N:31]([C:34]([NH:12][S:9]([CH:8]=[CH:7][C:1]3[CH:2]=[CH:3][CH:4]=[CH:5][CH:6]=3)(=[O:10])=[O:11])=[O:35])[CH2:32][CH2:33]2)[CH:20]=[CH:21][CH:22]=[CH:23][CH:24]=1 |f:1.2.3,^1:36|. Procedure: A stirred mixture of 1.83 g. (0.01 mole) of 2-phenylethenesulfonamide, 3.45 g. (0.025 mole) of potassium carbonate and 4.0 g. (0.015 mole) of 4-(3-phenylpropyl)piperidinocarbonyl chloride, in 75 ml. of chloroform is heated under reflux for 22 hours. The solvent is then removed by evaporation in vacuo, and to the residue is added 75 ml of 0.5N sodium hydroxide and 35 ml. of ether. The mixture is stirred for 1 hour, and then the solid which remains undissolved is removed by filtration. This afford... The reactants are O=C([O-])[O-], Cc1ccccc1, Ic1cnn(C(c2ccccc2)(c2ccccc2)c2ccccc2)c1, [Na+], [Na+], O, O, OB(O)c1ccccc1. Product: c1ccc(-c2cnn(C(c3ccccc3)(c3ccccc3)c3ccccc3)c2)cc1. As a reaction SMILES: [C:1](=[O:2])([O-:3])[O-:4].[CH3:41][c:42]1[cH:43][cH:44][cH:45][cH:46][cH:47]1.[I:7][c:8]1[cH:9][n:10][n:11]([C:13]([c:14]2[cH:15][cH:16][cH:17][cH:18][cH:19]2)([c:20]2[cH:21][cH:22][cH:23][cH:24][cH:25]2)[c:26]2[cH:27][cH:28][cH:29][cH:30][cH:31]2)[cH:12]1.[Na+:5].[Na+:6].[OH2:48].[OH2:49].[OH:32][B:33]([OH:34])[c:35]1[cH:36][cH:37][cH:38][cH:39][cH:40]1>>[c:8]1(-[c:35]2[cH:36][cH:37][cH:38][cH:39][cH:40]2)[cH:9][n:10][n:11]([C:13]([c:14]2[cH:15][cH:16][cH:17][cH:18][cH:19]2)([c:20]2[cH:21][cH:22][cH:23][cH:24][cH:25]2)[c:26]2[cH:27][cH:28][cH:29][cH:30][cH:31]2)[cH:12]1.